Dataset: the Open Reaction Database (ORD), a public repository of structured organic reaction records. Task: describe an organic reaction: reactants, conditions, products, and yield Starting materials: ClCCl, CC(=O)OC(C)=O, Cc1ccc2cccc(OCc3c(Cl)ccc(N(C)C(=O)CN)c3Cl)c2n1, c1ccncc1. Product: CC(=O)NCC(=O)N(C)c1ccc(Cl)c(COc2cccc3ccc(C)nc23)c1Cl. RXN SMILES: [CH2:41]([Cl:42])[Cl:43].[CH3:28][C:29](=[O:30])[O:31][C:32](=[O:33])[CH3:34].[Cl:1][c:2]1[c:3]([CH2:4][O:5][c:6]2[cH:7][cH:8][cH:9][c:10]3[cH:11][cH:12][c:13]([CH3:16])[n:14][c:15]23)[c:17]([Cl:27])[cH:18][cH:19][c:20]1[N:21]([CH3:22])[C:23]([CH2:24][NH2:25])=[O:26].[cH:35]1[cH:36][cH:37][n:38][cH:39][cH:40]1>>[Cl:1][c:2]1[c:3]([CH2:4][O:5][c:6]2[cH:7][cH:8][cH:9][c:10]3[cH:11][cH:12][c:13]([CH3:16])[n:14][c:15]23)[c:17]([Cl:27])[cH:18][cH:19][c:20]1[N:21]([CH3:22])[C:23]([CH2:24][NH:25][C:29]([CH3:28])=[O:30])=[O:26]. Starting materials: [OH-].[Na+] (NaOH), OO (hydrogen peroxide), C(C1=CC=CC=C1)O[C@@H]1[C@@H](O[C@H]([C@H]([C@H]1OCC1=CC=CC=C1)OCC1=CC=CC=C1)C)CC=C (3-(2,3,4-tri-O-benzyl-α-L-fucopyranosyl)-1-propene), B1C2CCCC1CCC2 (9-BBN), C(C)O (ethanol). The solvent is [Cl-].[Na+].O (brine), CCOCC (ether), C1CCOC1 (THF). Reaction conditions: time 8 hour. Yields the product C(C1=CC=CC=C1)O[C@@H]1[C@@H](O[C@H]([C@H]([C@H]1OCC1=CC=CC=C1)OCC1=CC=CC=C1)C)CCCO (3-(2,3,4-tri-O-benzyl-α-L-fucopyranosyl)propanol). As a reaction SMILES: [CH2:1]([O:8][C@H:9]1[C@H:14]([O:15][CH2:16][C:17]2[CH:22]=[CH:21][CH:20]=[CH:19][CH:18]=2)[C@H:13]([O:23][CH2:24][C:25]2[CH:30]=[CH:29][CH:28]=[CH:27][CH:26]=2)[C@H:12]([CH3:31])[O:11][C@H:10]1[CH2:32][CH:33]=[CH2:34])[C:2]1[CH:7]=[CH:6][CH:5]=[CH:4][CH:3]=1.B1C2CCCC1CCC2.C([OH:46])C.[OH-].[Na+].OO>C1COCC1.[Cl-].[Na+].O.CCOCC>[CH2:1]([O:8][C@H:9]1[C@H:14]([O:15][CH2:16][C:17]2[CH:18]=[CH:19][CH:20]=[CH:21][CH:22]=2)[C@H:13]([O:23][CH2:24][C:25]2[CH:30]=[CH:29][CH:28]=[CH:27][CH:26]=2)[C@H:12]([CH3:31])[O:11][C@H:10]1[CH2:32][CH2:33][CH2:34][OH:46])[C:2]1[CH:3]=[CH:4][CH:5]=[CH:6][CH:7]=1 |f:3.4,7.8.9|. Procedure details: A solution of 3-(2,3,4-tri-O-benzyl-α-L-fucopyranosyl)-1-propene (10.4 g, 22.68 mmol) in THF (100 mL) at 0° C. was added slowly 9-BBN (58.5 mL, 29.3 mmol, 0.5 M in THF). The mixture was allowed to warm up to rt, and then refluxed for 3 hr. The reaction mixture was then cooled to rt and ethanol (4.4 mL, 75 mmol) was added dropwise, followed by NaOH (11.51 ml, 46 mmol, 4.0 M in water). The resulting mixture was cooled to 0° C. and 35% hydrogen peroxide (10 mL, 115 mmol) was added. The resulting su... The reactants are resultant mixture, O1C(CCN2CCC(CC2)C2=NOC3=C2C=CC(=C3)F)C1 (1-(3,4-epoxybutyl)-4-(6-fluoro-1,2-benzisoxazol-3-yl)piperidine), [H-].[Na+] (sodium hydride), C12C(CCCC1)C(NC2=O)=O (cyclohexane-1,2-dicarboximide). Run in CN(C=O)C (dimethylformamide), CN(C=O)C (dimethylformamide). The product is FC1=CC2=C(C(=NO2)C2CCN(CC2)CCC(CN2C(=O)C3C(CCCC3)C2=O)O)C=C1 (N-[4-{4-(6-Fluoro-1,2-benzisoxazol-3-yl)piperidinyl}-2-hydroxybutyl]cyclohexane-1,2-dicarboximide). Yield: 49.1%. RXN SMILES: [H-].[Na+].[CH:3]12[C:11](=[O:12])[NH:10][C:9](=[O:13])[CH:4]1[CH2:5][CH2:6][CH2:7][CH2:8]2.[O:14]1[CH2:34][CH:15]1[CH2:16][CH2:17][N:18]1[CH2:23][CH2:22][CH:21]([C:24]2[C:28]3[CH:29]=[CH:30][C:31]([F:33])=[CH:32][C:27]=3[O:26][N:25]=2)[CH2:20][CH2:19]1>CN(C)C=O>[F:33][C:31]1[CH:30]=[CH:29][C:28]2[C:24]([CH:21]3[CH2:22][CH2:23][N:18]([CH2:17][CH2:16][CH:15]([OH:14])[CH2:34][N:10]4[C:9](=[O:13])[CH:4]5[CH2:5][CH2:6][CH2:7][CH2:8][CH:3]5[C:11]4=[O:12])[CH2:19][CH2:20]3)=[N:25][O:26][C:27]=2[CH:32]=1 |f:0.1|. Procedure details: To a mixture of 60% sodium hydride (0.12 g) and dimethylformamide (5 ml), cyclohexane-1,2-dicarboximide (0.5 g) was portionwise added. A solution of 1-(3,4-epoxybutyl)-4-(6-fluoro-1,2-benzisoxazol-3-yl)piperidine (0.8 g) in dimethylformamide (10 ml) was dropwise added thereto at room temperature, and the resultant mixture was kept at an inner temperature of 90 to 100° C. for 16.5 hours. Insoluble materials were removed by filtration, and the residue was combined with water and extracted with eth...